describe an organic reaction: reactants, conditions, products, and yield From a dataset of the Open Reaction Database (ORD), a public repository of structured organic reaction records. The reactants are [OH-].[K+] (potassium hydroxide), O (water), C(C)(C)C1=CC=C(C=C1)C1=NOC2=C1CCC(CC2)C(=O)OC (methyl 5,6,7,8-tetrahydro-3-(4-isopropylphenyl)-4H-cyclohept[d]isoxazole-6-carboxylate). Run in CO (methanol). Reaction conditions: temperature 20 celsius, time 68 hour. Yields the product C(C)(C)C1=CC=C(C=C1)C1=NOC2=C1CCC(CC2)C(=O)O (5,6,7,8-tetrahydro-3-(4-isopropylphenyl)-4H-cyclohept[d]isoxazole-6-carboxylic acid). Isolated yield 73.4%. RXN SMILES: [CH:1]([C:4]1[CH:9]=[CH:8][C:7]([C:10]2[C:14]3[CH2:15][CH2:16][CH:17]([C:20]([O:22]C)=[O:21])[CH2:18][CH2:19][C:13]=3[O:12][N:11]=2)=[CH:6][CH:5]=1)([CH3:3])[CH3:2].[OH-].[K+].O>CO>[CH:1]([C:4]1[CH:5]=[CH:6][C:7]([C:10]2[C:14]3[CH2:15][CH2:16][CH:17]([C:20]([OH:22])=[O:21])[CH2:18][CH2:19][C:13]=3[O:12][N:11]=2)=[CH:8][CH:9]=1)([CH3:3])[CH3:2] |f:1.2|. Procedure: 0.286 g (0.00091 mol) of methyl 5,6,7,8-tetrahydro-3-(4-isopropylphenyl)-4H-cyclohept[d]isoxazole-6-carboxylate was dissolved in 15 ml of methanol, 0.15 g (0.0027 mol) of potassium hydroxide and 2 ml of water were added and the mixture was stirred at 20° C. for 68 hours. The methanol was removed by evaporation. Water was added and the mixture was extracted once with diethyl ether. The aqueous layer was acidified with 2N hydrochloric acid and extracted with ethyl acetate. The extract was washed w... Starting materials: ClCCl, OCCCc1cccc(CO)c1. Yields the product O=Cc1cccc(CCCO)c1. Reaction SMILES: [Cl:13][CH2:14][Cl:15].[OH:1][CH2:2][c:3]1[cH:4][c:5]([CH2:9][CH2:10][CH2:11][OH:12])[cH:6][cH:7][cH:8]1>>[O:1]=[CH:2][c:3]1[cH:4][c:5]([CH2:9][CH2:10][CH2:11][OH:12])[cH:6][cH:7][cH:8]1.